This data is from the Open Reaction Database (ORD), a public repository of structured organic reaction records. The task is: describe an organic reaction: reactants, conditions, products, and yield Reactants: O=C1CCN(CC1)C1=CC=C(C=C1)NS(=O)(=O)C1=CC=C(C=C1)NC(C)=O (N-{4-[4-(4-Oxo-piperidine-1-yl)-phenylsulfamoyl]-phenyl}-acetamide), C1=CC(=CC=C1[C@H](CN)O)O (DL-octopamine). The product is OC(CNC1CCN(CC1)C1=CC=C(NS(=O)(=O)C2=CC=C(C=C2)NC(C)=O)C=C1)C1=CC=C(C=C1)O (N-(4-{[4-(4-{[2-Hydroxy-2-(4-hydroxyphenyl)ethyl]amino}-1-piperidineyl)-anilino]sulfonyl}phenyl)acetamide). As a reaction SMILES: O=[C:2]1[CH2:7][CH2:6][N:5]([C:8]2[CH:13]=[CH:12][C:11]([NH:14][S:15]([C:18]3[CH:23]=[CH:22][C:21]([NH:24][C:25](=[O:27])[CH3:26])=[CH:20][CH:19]=3)(=[O:17])=[O:16])=[CH:10][CH:9]=2)[CH2:4][CH2:3]1.[CH:28]1[C:33]([C@@H:34]([OH:37])[CH2:35][NH2:36])=[CH:32][CH:31]=[C:30]([OH:38])[CH:29]=1>>[OH:37][CH:34]([C:33]1[CH:32]=[CH:31][C:30]([OH:38])=[CH:29][CH:28]=1)[CH2:35][NH:36][CH:2]1[CH2:7][CH2:6][N:5]([C:8]2[CH:9]=[CH:10][C:11]([NH:14][S:15]([C:18]3[CH:19]=[CH:20][C:21]([NH:24][C:25](=[O:27])[CH3:26])=[CH:22][CH:23]=3)(=[O:16])=[O:17])=[CH:12][CH:13]=2)[CH2:4][CH2:3]1. Reported procedure: The title compound was prepared from N-{4-[4-(4-oxo-piperidine-1-yl)-phenylsulfamoyl]-phenyl}-acetamide (which was obtained in Example 216) and DL-octopamine according to the procedure of Example 255 as a white solid; 1H NMR (300 MHz, DMSO-d6) δ 1.55-1.75 (m, 2H), 2.00-2.15 (m, 2H), 2.06 (s, 3H), 2.50-3.20 (m, 5H), 3.60-3.70 (m, 2H), 4.80-4.90 (m, 1H), 6.00 (brs, 1H), 6.76 (d, J=9.7 Hz, 2H), 6.80 (d, J=9.7 Hz, 2H), 6.88 (d, J=9.0 Hz, 2H), 7.19 (d, J=8.7 Hz, 2H), 7.59 (d, J=9.0 Hz, 2H), 7.70 (d, ... Solvent: C1(=CC=CC=C1)C (toluene). Reagents/catalysts: CN(C=O)C (N,N-dimethylformamide). Reported procedure: N,N-dimethylformamide (3 drops) was added to a mixture consisting of 2-[4-carbamoylmethyl-7-fluoro-2H-1,4-benzoxazin-3(4H)-on-6-yl]-4,5,6,7-tetrahydro-2H-isoindole-1,3-dione (0.2 g), toluene (30 ml) and thionyl chloride (0.2 g), and then the mixture was refluxed under heating for 3 hours. After the solvent was concentrated, toluene (50 ml) was added and fully mixed therewith, and then toluene was distilled off. The resulting solid was recrystalled from ethanol to give the desired 2-[4-cyanomethy... The product is C(#N)CN1C(COC2=C1C=C(C(=C2)F)N2C(C=1CCCCC1C2=O)=O)=O (2-[4-cyanomethyl-7-fluoro-2H-1,4-benzoxazin-3(4H)-on-6-yl]-4,5,6,7-tetrahydro-2H-isoindole-1,3-dione). Yield: 78.8%. RXN SMILES: [C:1]([CH2:4][N:5]1[C:10]2[CH:11]=[C:12]([N:16]3[C:24](=[O:25])[C:23]4[CH2:22][CH2:21][CH2:20][CH2:19][C:18]=4[C:17]3=[O:26])[C:13]([F:15])=[CH:14][C:9]=2[O:8][CH2:7][C:6]1=[O:27])(=O)[NH2:2].S(Cl)(Cl)=O>CN(C)C=O.C1(C)C=CC=CC=1>[C:1]([CH2:4][N:5]1[C:10]2[CH:11]=[C:12]([N:16]3[C:17](=[O:26])[C:18]4[CH2:19][CH2:20][CH2:21][CH2:22][C:23]=4[C:24]3=[O:25])[C:13]([F:15])=[CH:14][C:9]=2[O:8][CH2:7][C:6]1=[O:27])#[N:2]. Starting materials: C(N)(=O)CN1C(COC2=C1C=C(C(=C2)F)N2C(C=1CCCCC1C2=O)=O)=O (2-[4-carbamoylmethyl-7-fluoro-2H-1,4-benzoxazin-3(4H)-on-6-yl]-4,5,6,7-tetrahydro-2H-isoindole-1,3-dione), S(=O)(Cl)Cl (thionyl chloride).